Dataset: the Open Reaction Database (ORD), a public repository of structured organic reaction records. Task: describe an organic reaction: reactants, conditions, products, and yield The reactants are COC1(OC)CCCN1C, COc1ccc(N2C(=O)Cc3ccccc32)cc1, ClC(Cl)Cl. Yields the product COc1ccc(N2C(=O)C(=C3CCCN3C)c3ccccc32)cc1. RXN SMILES: [CH3:19][O:20][C:21]1([O:27][CH3:28])[N:22]([CH3:26])[CH2:23][CH2:24][CH2:25]1.[CH3:1][O:2][c:3]1[cH:4][cH:5][c:6]([N:9]2[C:10](=[O:18])[CH2:11][c:12]3[cH:13][cH:14][cH:15][cH:16][c:17]32)[cH:7][cH:8]1.[CH:29]([Cl:30])([Cl:31])[Cl:32]>>[CH3:1][O:2][c:3]1[cH:4][cH:5][c:6]([N:9]2[C:10](=[O:18])[C:11](=[C:21]3[N:22]([CH3:26])[CH2:23][CH2:24][CH2:25]3)[c:12]3[cH:13][cH:14][cH:15][cH:16][c:17]32)[cH:7][cH:8]1. Starting materials: CCOC(=O)C(CO)(CO)C(=O)OCC, CC(C)=O, O=P(O)(O)O, c1ccccc1. Yields the product CCOC(=O)C1(C(=O)OCC)COC(C)(C)OC1. Reaction SMILES: [CH2:1]([CH3:2])[O:3][C:4]([C:5]([C:6](=[O:7])[O:8][CH2:9][CH3:10])([CH2:11][OH:12])[CH2:13][OH:14])=[O:15].[CH3:21][C:22]([CH3:23])=[O:24].[P:16](=[O:17])([OH:18])([OH:19])[OH:20].[cH:25]1[cH:26][cH:27][cH:28][cH:29][cH:30]1>>[CH2:1]([CH3:2])[O:3][C:4]([C:5]1([C:6](=[O:7])[O:8][CH2:9][CH3:10])[CH2:11][O:12][C:22]([CH3:21])([CH3:23])[O:14][CH2:13]1)=[O:15]. The reactants are N1N=NN=C1C1=CC=C(C=C1)NC(=O)C1NC(C(C1C1=C(C(=CC=C1)Cl)F)(C#N)C1=C(C=C(C=C1)Cl)F)CC(C)(C)C (Rac (2R,3S,4R,5S)-3-(3-Chloro-2-fluoro-phenyl)-4-(4-chloro-2-fluoro-phenyl)-4-cyano-5-(2,2-dimethyl-propyl)-pyrrolidine-2-carboxylic acid [4-(1H-tetrazol-5-yl)-phenyl]-amide). As a reaction SMILES: [NH:1]1[C:5]([C:6]2[CH:11]=[CH:10][C:9]([NH:12][C:13]([CH:15]3[CH:19]([C:20]4[CH:25]=[CH:24][CH:23]=[C:22]([Cl:26])[C:21]=4[F:27])[C:18]([C:30]4[CH:35]=[CH:34][C:33]([Cl:36])=[CH:32][C:31]=4[F:37])([C:28]#[N:29])[CH:17]([CH2:38][C:39]([CH3:42])([CH3:41])[CH3:40])[NH:16]3)=[O:14])=[CH:8][CH:7]=2)=[N:4][N:3]=[N:2]1>CO>[NH:4]1[C:5]([C:6]2[CH:11]=[CH:10][C:9]([NH:12][C:13]([C@H:15]3[C@H:19]([C:20]4[CH:25]=[CH:24][CH:23]=[C:22]([Cl:26])[C:21]=4[F:27])[C@:18]([C:30]4[CH:35]=[CH:34][C:33]([Cl:36])=[CH:32][C:31]=4[F:37])([C:28]#[N:29])[C@H:17]([CH2:38][C:39]([CH3:42])([CH3:41])[CH3:40])[NH:16]3)=[O:14])=[CH:8][CH:7]=2)=[N:1][N:2]=[N:3]1. Procedure details: Rac (2R,3S,4R,5S)-3-(3-Chloro-2-fluoro-phenyl)-4-(4-chloro-2-fluoro-phenyl)-4-cyano-5-(2,2-dimethyl-propyl)-pyrrolidine-2-carboxylic acid [4-(1H-tetrazol-5-yl)-phenyl]-amide (522 mg) was resolved on a Berger SFC machine under 100 bar, 30° C. with 35% of methanol on an O.D. column gave two separated peaks. Peak 1, 186 mg (desired), peak 2, 185 mg (undesired). Product: N1N=NN=C1C1=CC=C(C=C1)NC(=O)[C@@H]1N[C@H]([C@]([C@H]1C1=C(C(=CC=C1)Cl)F)(C#N)C1=C(C=C(C=C1)Cl)F)CC(C)(C)C ((2R,3S,4R,5S)-3-(3-Chloro-2-fluoro-phenyl)-4-(4-chloro-2-fluoro-phenyl)-4-cyano-5-(2,2-dimethyl-propyl)-pyrrolidine-2-carboxylic acid [4-(1H-tetrazol-5-yl)-phenyl]-amide). Run in CO (methanol). Starting materials: CN1CCOCC1 (N-Methylmorpholine), FC(C=1C=C(C=CC1)N1CCNCC1)(F)F (1-(3-Trifluoromethyl-phenyl)-piperazine), C(C)(C)(C)OC(CC[C@@H](C(=O)O)NC(=O)OCC1=CC=CC=C1)=O ((S)-2-Benzyloxycarbonylamino-pentanedioic acid 5-tert-butyl ester), [B-](F)(F)(F)F.CCOC(=O)C(=NOC(=[N+](C)C)N(C)C)C#N (TOTU). Solvent: CN(C)C=O (DMF), C(C)(=O)OCC (ethyl acetate). Conditions: time 30 minute. Yields the product C(C)(C)(C)OC(CC[C@@H](C(N1CCN(CC1)C1=CC(=CC=C1)C(F)(F)F)=O)NC(=O)OCC1=CC=CC=C1)=O ((S)-4-Benzyloxycarbonylamino-5-oxo-5-[4-(3-trifluoromethyl-phenyl)-piperazin-1-yl]-pentanoic acid tert-butyl ester). The yield is 170.5%. Reaction SMILES: [C:1]([O:5][C:6](=[O:24])[CH2:7][CH2:8][C@H:9]([NH:13][C:14]([O:16][CH2:17][C:18]1[CH:23]=[CH:22][CH:21]=[CH:20][CH:19]=1)=[O:15])[C:10]([OH:12])=O)([CH3:4])([CH3:3])[CH3:2].[B-](F)(F)(F)F.CCOC(C(C#N)=NOC(N(C)C)=[N+](C)C)=O.CN1CCOCC1.[F:54][C:55]([F:69])([F:68])[C:56]1[CH:57]=[C:58]([N:62]2[CH2:67][CH2:66][NH:65][CH2:64][CH2:63]2)[CH:59]=[CH:60][CH:61]=1>CN(C=O)C.C(OCC)(=O)C>[C:1]([O:5][C:6](=[O:24])[CH2:7][CH2:8][C@H:9]([NH:13][C:14]([O:16][CH2:17][C:18]1[CH:23]=[CH:22][CH:21]=[CH:20][CH:19]=1)=[O:15])[C:10](=[O:12])[N:65]1[CH2:64][CH2:63][N:62]([C:58]2[CH:59]=[CH:60][CH:61]=[C:56]([C:55]([F:68])([F:69])[F:54])[CH:57]=2)[CH2:67][CH2:66]1)([CH3:2])([CH3:3])[CH3:4] |f:1.2|. Reported procedure: 2.53 g of (S)-2-Benzyloxycarbonylamino-pentanedioic acid 5-tert-butyl ester and 2.46 g of TOTU was dissolved in 15 ml of DMF. The, 3.29 ml of N-Methylmorpholine was added and the mixture was stirred for 30 min at RT. 1.72 g of 1-(3-Trifluoromethyl-phenyl)-piperazine was added and stirring was continued for 5 h. The mixture was diluted with ethyl acetate and washed with saturated sodium hydrogen carbonate solution. Drying of the organic phase over sodium sulfate and evaporation of the solvents un... Conditions: time 8 hour. Reactants: ClC=1C=C(C=2C(C3=C(NC2C1)C(N(C3=O)NC3=CC=CC=C3)=O)=O)Cl (6,8-Dichloro-2-anilino-2,3,4,9-tetrahydro-1H-pyrrolo[3,4-b]quinoline-1,3,9-trione), CS(=O)(=O)O (methanesulfonic acid). Procedure details: 6,8-Dichloro-2-anilino-2,3,4,9-tetrahydro-1H-pyrrolo[3,4-b]quinoline-1,3,9-trione (0.60 g, 1.60 mM) was stirred in methanol (200 mL) and methanesulfonic acid (20 mL) was added with cooling, maintaining the temperature below 20° C. The resulting orange solution was stirred overnight at room temperature. A precipitate formed overnight and the orange suspension was heated to reflux for 1 hour. The suspension was cooled to room temperature and allowed to stand overnight without stirring. The suspens... As a reaction SMILES: [Cl:1][C:2]1[CH:3]=[C:4]([Cl:25])[C:5]2[C:6](=[O:24])[C:7]3[C:14](=[O:15])[N:13]([NH:16][C:17]4[CH:22]=[CH:21][CH:20]=[CH:19][CH:18]=4)[C:12](=[O:23])[C:8]=3[NH:9][C:10]=2[CH:11]=1.CS(O)(=O)=O>CO>[Cl:1][C:2]1[CH:3]=[C:4]([Cl:25])[C:5]2[C:6](=[O:24])[C:7]3[C:14](=[O:15])[N:16]([C:17]4[CH:22]=[CH:21][CH:20]=[CH:19][CH:18]=4)[N:13]=[C:12]([OH:23])[C:8]=3[NH:9][C:10]=2[CH:11]=1. Yields the product ClC=1C=C(C=2C(C3=C(NC2C1)C(=NN(C3=O)C3=CC=CC=C3)O)=O)Cl (7,9-Dichloro-4-hydroxy-2-phenyl-1,2,5,10-tetrahydropyridazino[4,5-b]quinoline-1,10-dione). Isolated yield 61.3%. Solvent: CO (methanol). Starting materials: C1(=CC=C(C=C1)NC=1N=NNC1C(=O)O)C (4-(p-tolylamino)-1,2,3-triazole-5-carboxylic acid), polyphosphoric acid. The solvent is CCO.CN(C)C=O.O (EtOH DMF H2O). Product: CC1=CC=2C(C3=C(NC2C=C1)N=NN3)=O (4,9-dihydro-7-methyl-9-oxo-1H-triazolo[4,5-b] quinoline). Yield: 71.9%. Reaction SMILES: [C:1]1([CH3:16])[CH:6]=[CH:5][C:4]([NH:7][C:8]2[N:9]=[N:10][NH:11][C:12]=2[C:13]([OH:15])=O)=[CH:3][CH:2]=1>CCO.CN(C=O)C.O>[CH3:16][C:1]1[CH:2]=[CH:3][C:4]2[NH:7][C:8]3[N:9]=[N:10][NH:11][C:12]=3[C:13](=[O:15])[C:5]=2[CH:6]=1 |f:1.2.3|. Reported procedure: Cyclisation of 4-(p-tolylamino)-1,2,3-triazole-5-carboxylic acid (1 g) with 85% polyphosphoric acid (12 g) at 100° C. over 2 hrs. gave 0.66 g (72%) of the title compound of mp (EtOH-DMF-H2O) 310° C.; νmax (mull) 2720 (br.) 1655, 1600 cm-1, Δ (DMSO) 2.42 (3H, s); 7.58 (2H, s); 8.10 (1H,s), 1 low fieled broad (exchangeable). (Found; C, 59.89; H, 4.37; N, 28.09; C10H8N4O2 requires; C, 59.99 H, 4.03; N, 27.99%). The reactants are Cl.C(CCCCCCCCCCC)N (n-Dodecylamine hydrochloride), P(=O)(Cl)(Cl)Cl (phosphorus oxychloride), Cl (hydrogen chloride). Conditions: time 5 hour. The product is C(CCCCCCCCCCC)NP(=O)(Cl)Cl (N-(n-dodecyl)phosphoramidic dichloride). Reaction SMILES: Cl.[CH2:2]([NH2:14])[CH2:3][CH2:4][CH2:5][CH2:6][CH2:7][CH2:8][CH2:9][CH2:10][CH2:11][CH2:12][CH3:13].[P:15](Cl)([Cl:18])([Cl:17])=[O:16].Cl>>[CH2:2]([NH:14][P:15]([Cl:18])([Cl:17])=[O:16])[CH2:3][CH2:4][CH2:5][CH2:6][CH2:7][CH2:8][CH2:9][CH2:10][CH2:11][CH2:12][CH3:13] |f:0.1|. Procedure details: n-Dodecylamine hydrochloride (44.4 g, 0.2 mol) and phosphorus oxychloride (91.4 mL, 1.0 mol) were reacted under nitrogen. A clear solution formed within 30 minutes, and the evolution of hydrogen chloride was observed. Heating at reflux was continued for 5 hours. Excess phosphorus oxychloride was removed by distillation in vacuum (40 to 5 torr, 24° to 50° C.) forming N-(n-dodecyl)phosphoramidic dichloride as a viscous liquid. The following spectroscopic data were obtained from the liquid: The reactants are Intermediate 60, CO.CCOC(=O)C (MeOH EtOAc), C(=S)(N1C=NC=C1)N1C=NC=C1 (thiocarbonyldiimidazole), CN1CCNCC1 (1-methyl piperazine), intermediate 53, CO.CCOC(=O)C (MeOH EtOAc). Yields the product COC(CC=1N=C(SC1C)N1CCN(CC1)C)=O ([5-methyl-2-(4-methyl-piperazin-1-yl)-thiazol-4-yl]-acetic acid methyl ester). Reaction SMILES: [C:1]([N:8]1[CH:12]=[CH:11]N=C1)([N:3]1[CH:7]=[CH:6][N:5]=[CH:4]1)=[S:2].CN1[CH2:19][CH2:18]NCC1.[CH3:20]O.C[CH2:23][O:24][C:25]([CH3:27])=[O:26]>>[CH3:23][O:24][C:25](=[O:26])[CH2:27][C:12]1[N:8]=[C:1]([N:3]2[CH2:7][CH2:6][N:5]([CH3:4])[CH2:19][CH2:18]2)[S:2][C:11]=1[CH3:20] |f:2.3|. Procedure details: The title compound (490 mg) was prepared from 18.7 g (104.8 mmol) of thiocarbonyldiimidazole and 10 g (99.8 mmol) of 1-methyl piperazine according to the method of intermediate 53, followed by the procedure outlined for the preparation of Intermediate 60 and purification via silica gel chromatography using MeOH/EtOAc (3:17) as eluent: TLC (MeOH/EtOAc (1:9)): Rf=0.15. Reactants: COC1=C2CC(CC2=C(C(=C1OC)OC)OC)CCCCOC1=CC=C(C(=O)O)C=C1 (4-[4-(4,5,6,7-tetramethoxyindan-2-yl)butoxy]benzoic acid), N1CCOCC1 (morpholine), Cl.C(C)N=C=NCCCN(C)C (1-ethyl-3-(3-dimethylaminopropyl)carbodiimide hydrochloride), O.ON1N=NC2=C1C=CC=C2 (1-hydroxybenzotriazole monohydrate). Run in O (water), C1CCOC1 (THF), C(C)N(CC)CC (triethylamine). Run at time 12 hour. The product is COC1=C2CC(CC2=C(C(=C1OC)OC)OC)CCCCOC1=CC=C(C=C1)C(=O)N1CCOCC1 (4,5,6,7-Tetramethoxy-2-[4-[4-(morpholinocarbonyl)phenoxy]butyl]indan). As a reaction SMILES: [CH3:1][O:2][C:3]1[C:11]([O:12][CH3:13])=[C:10]([O:14][CH3:15])[C:9]([O:16][CH3:17])=[C:8]2[C:4]=1[CH2:5][CH:6]([CH2:18][CH2:19][CH2:20][CH2:21][O:22][C:23]1[CH:31]=[CH:30][C:26]([C:27](O)=[O:28])=[CH:25][CH:24]=1)[CH2:7]2.[NH:32]1[CH2:37][CH2:36][O:35][CH2:34][CH2:33]1.Cl.C(N=C=NCCCN(C)C)C.O.ON1C2C=CC=CC=2N=N1>C1COCC1.O.C(N(CC)CC)C>[CH3:17][O:16][C:9]1[C:10]([O:14][CH3:15])=[C:11]([O:12][CH3:13])[C:3]([O:2][CH3:1])=[C:4]2[C:8]=1[CH2:7][CH:6]([CH2:18][CH2:19][CH2:20][CH2:21][O:22][C:23]1[CH:31]=[CH:30][C:26]([C:27]([N:32]3[CH2:37][CH2:36][O:35][CH2:34][CH2:33]3)=[O:28])=[CH:25][CH:24]=1)[CH2:5]2 |f:2.3,4.5|. Reported procedure: A mixture of 4-[4-(4,5,6,7-tetramethoxyindan-2-yl)butoxy]benzoic acid (3.50 g), morpholine (1.42 ml), 1-ethyl-3-(3-dimethylaminopropyl)carbodiimide hydrochloride (3.12 g), 1-hydroxybenzotriazole monohydrate (2.45 g), and triethylamine (2.30 ml) in THF (70 ml) was stirred at room temperature for 12 hr. The reaction mixture was diluted with water and extracted with ethyl acetate. The organic layer was washed with 1N hydrochloric acid, water, saturated aqueous sodium bicarbonate, water, and saturat... Starting materials: O=C([O-])[O-], Cc1ccccc1, O=C(N1CCc2ccc(Cl)c(OS(=O)(=O)C(F)(F)F)c2CC1)C(F)(F)F, [Cs+], [Cs+], CC(C)(C)OC(=O)NCCN, CC(=O)[O-], CC(=O)[O-], [Pd+2], c1ccc(P(c2ccccc2)c2ccc3ccccc3c2-c2c(P(c3ccccc3)c3ccccc3)ccc3ccccc23)cc1. Product: CC(C)(C)OC(=O)NCCNc1c(Cl)ccc2c1CCN(C(=O)C(F)(F)F)CC2. Reaction SMILES: [C:73](=[O:74])([O-:75])[O-:76].[CH3:99][c:100]1[cH:101][cH:102][cH:103][cH:104][cH:105]1.[Cl:1][c:2]1[c:3]([O:19][S:20]([C:21]([F:22])([F:23])[F:24])(=[O:25])=[O:26])[c:4]2[c:5]([cH:17][cH:18]1)[CH2:6][CH2:7][N:8]([C:11]([C:12]([F:13])([F:14])[F:15])=[O:16])[CH2:9][CH2:10]2.[Cs+:77].[Cs+:78].[NH2:79][CH2:80][CH2:81][NH:82][C:83]([O:84][C:85]([CH3:86])([CH3:87])[CH3:88])=[O:89].[O-:91][C:92]([CH3:93])=[O:94].[O-:95][C:96]([CH3:97])=[O:98].[Pd+2:90].[cH:27]1[cH:28][cH:29][c:30]([P:31]([c:32]2[cH:33][cH:34][c:35]3[c:36]([cH:37][cH:38][cH:39][cH:40]3)[c:41]2-[c:42]2[c:43]3[c:44]([cH:45][cH:46][cH:47][cH:48]3)[cH:49][cH:50][c:51]2[P:52]([c:53]2[cH:54][cH:55][cH:56][cH:57][cH:58]2)[c:59]2[cH:60][cH:61][cH:62][cH:63][cH:64]2)[c:65]2[cH:66][cH:67][cH:68][cH:69][cH:70]2)[cH:71][cH:72]1>>[Cl:1][c:2]1[c:3]([NH:79][CH2:80][CH2:81][NH:82][C:83]([O:84][C:85]([CH3:86])([CH3:87])[CH3:88])=[O:89])[c:4]2[c:5]([cH:17][cH:18]1)[CH2:6][CH2:7][N:8]([C:11]([C:12]([F:13])([F:14])[F:15])=[O:16])[CH2:9][CH2:10]2.